From a dataset of the Open Reaction Database (ORD), a public repository of structured organic reaction records. describe an organic reaction: reactants, conditions, products, and yield Reactants: C(C)(C)(C)OC(=O)N1C(C(C2=CC=C(C=C12)Cl)(CO)CO)=O (6-chloro-3,3-bis-hydroxymethyl-2-oxo-2,3-dihydro-indole-1-carboxylic acid tert-butyl ester), C(Cl)Cl (DCM), C(=O)(C(F)(F)F)O (TFA). Solvent: C1CCOC1 (THF). Run at temperature 20 celsius, time 5 hour. Yields the product ClC1=CC=C2C(C(NC2=C1)=O)(CO)CO (6-Chloro-3,3-bis-hydroxymethyl-1,3-dihydro-indol-2-one). The yield is 189.3%. RXN SMILES: C(OC([N:8]1[C:16]2[C:11](=[CH:12][CH:13]=[C:14]([Cl:17])[CH:15]=2)[C:10]([CH2:20][OH:21])([CH2:18][OH:19])[C:9]1=[O:22])=O)(C)(C)C.C(Cl)Cl.C(O)(C(F)(F)F)=O>C1COCC1>[Cl:17][C:14]1[CH:15]=[C:16]2[C:11]([C:10]([CH2:18][OH:19])([CH2:20][OH:21])[C:9](=[O:22])[NH:8]2)=[CH:12][CH:13]=1. Procedure: A mixture of 6-chloro-3,3-bis-hydroxymethyl-2-oxo-2,3-dihydro-indole-1-carboxylic acid tert-butyl ester (1.9 g, 5.8 mmol), DCM (50 mL) and TFA (10 mL) was stirred at 20° C. for 5 h then evaporated in vacuo to give a semi-solid. Azeotrope with THF was performed to give the title compound (2.5 g). MS: [M+H]+=228.